From a dataset of the Open Reaction Database (ORD), a public repository of structured organic reaction records. describe an organic reaction: reactants, conditions, products, and yield The reactants are [N+](=O)([O-])C=1C=C(OC(C(=O)Cl)CC)C=CC1 (2-(3-nitrophenoxy)-butyroyl chloride), C(C1=CC=CC=C1)N (benzylamine), N1=CC=CC=C1 (pyridine). Solvent: C1(=CC=CC=C1)C (toluene), C1(=CC=CC=C1)C (toluene). Yields the product C(C1=CC=CC=C1)NC(C(CC)OC1=CC(=CC=C1)[N+](=O)[O-])=O (N-benzyl-2-(3-nitrophenoxy)-butyramide). Isolated yield 58.7%. Reaction SMILES: [CH2:1]([NH2:8])[C:2]1[CH:7]=[CH:6][CH:5]=[CH:4][CH:3]=1.N1C=CC=CC=1.[N+:15]([C:18]1[CH:19]=[C:20]([CH:28]=[CH:29][CH:30]=1)[O:21][CH:22]([CH2:26][CH3:27])[C:23](Cl)=[O:24])([O-:17])=[O:16]>C1(C)C=CC=CC=1>[CH2:1]([NH:8][C:23](=[O:24])[CH:22]([O:21][C:20]1[CH:28]=[CH:29][CH:30]=[C:18]([N+:15]([O-:17])=[O:16])[CH:19]=1)[CH2:26][CH3:27])[C:2]1[CH:7]=[CH:6][CH:5]=[CH:4][CH:3]=1. Procedure details: In 30 ml of toluene were dissolved 1.6 g (0.015 mole) of benzylamine and 1.2 g (0.015 mole) of pyridine, and thereto was added dropwise a solution of 3.1 g (0.013 mole) of 2-(3-nitrophenoxy)-butyroyl chloride in 30 ml of toluene at room temperature with stirring. Subsequently, after the same procedure as in Synthesis Example 7 was followed, the resultant crude crystals were recrystallized from ethanol to give 2.4 g of N-benzyl-2-(3-nitrophenoxy)-butyramide melting at 114°~116° C. as pale yellow ... Starting materials: C(C)(C)(C)OC(=O)N1CC2=CC(=CC=C2CC1)CC(NC(CC1=C(C(=CC=C1)C(=O)OC(C)(C)C)OC)B1OC2(C3C(C(CC2O1)C3)(C)C)C)=O (7-{[2-(3-tert-Butoxycarbonyl-2-methoxy-phenyl)-1-(2,9,9-trimethyl-3,5-dioxa-4-bora-tricyclo[6.1.1.02,6]dec-4-yl)-ethylcarbamoyl]-methyl}-3,4-dihydro-1H-isoquinoline-2-carboxylic acid tert-butyl ester), Cl (HCl). Product: OB1OC2=C(C[C@@H]1NC(CC1=CC=C3CCNCC3=C1)=O)C=CC=C2C(=O)O ((R)-2-Hydroxy-3-(2-1,2,3,4-tetrahydro-isoquinolin-7-yl-acetylamino)-3,4-dihydro-2H-benzo[e][1,2]oxaborinine-8-carboxylic acid). Reaction SMILES: C(OC([N:8]1[CH2:17][CH2:16][C:15]2[C:10](=[CH:11][C:12]([CH2:18][C:19](=[O:51])[NH:20][CH:21]([B:38]3[O:46]C4C(C)(C5CC(C4)C5(C)C)[O:39]3)[CH2:22][C:23]3[CH:28]=[CH:27][CH:26]=[C:25]([C:29]([O:31]C(C)(C)C)=[O:30])[C:24]=3OC)=[CH:13][CH:14]=2)[CH2:9]1)=O)(C)(C)C.Cl>>[OH:39][B:38]1[C@@H:21]([NH:20][C:19](=[O:51])[CH2:18][C:12]2[CH:13]=[C:14]3[C:15]([CH2:16][CH2:17][NH:8][CH2:9]3)=[CH:10][CH:11]=2)[CH2:22][C:23]2[CH:28]=[CH:27][CH:26]=[C:25]([C:29]([OH:31])=[O:30])[C:24]=2[O:46]1. Procedure details: Prepared from 7-{[2-(3-tert-Butoxycarbonyl-2-methoxy-phenyl)-1-(2,9,9-trimethyl-3,5-dioxa-4-bora-tricyclo[6.1.1.02,6]dec-4-yl)-ethylcarbamoyl]-methyl}-3,4-dihydro-1H-isoquinoline-2-carboxylic acid tert-butyl ester and HCl following the procedure described in Step 6 of Example 48. The crude product was purified by reverse phase preparative HPLC and dried using lyophilization. ESI-MS m/z 381 (MH)+. Reactants: [BH4-], CN(C)Cc1ccc(C2CCC(=O)CC2)cc1, CO, [Na+]. Product: CN(C)Cc1ccc(C2CCC(O)CC2)cc1. Reaction SMILES: [BH4-:18].[CH3:1][N:2]([CH3:3])[CH2:4][c:5]1[cH:6][cH:7][c:8]([CH:11]2[CH2:12][CH2:13][C:14](=[O:17])[CH2:15][CH2:16]2)[cH:9][cH:10]1.[CH3:20][OH:21].[Na+:19]>>[CH3:1][N:2]([CH3:3])[CH2:4][c:5]1[cH:6][cH:7][c:8]([CH:11]2[CH2:12][CH2:13][CH:14]([OH:17])[CH2:15][CH2:16]2)[cH:9][cH:10]1. The reactants are C[Si](C)(C)CCOCn1ccc2c(-c3cnn(C4CCC(CSC#N)CC4)c3)ncnc21, CO, ClCCl, O=C(O)C(F)(F)F. Product: N#CSCC1CCC(n2cc(-c3ncnc4[nH]ccc34)cn2)CC1. Reaction SMILES: [CH3:1][Si:2]([CH3:3])([CH3:4])[CH2:5][CH2:6][O:31][CH2:32][n:7]1[cH:8][cH:9][c:10]2[c:11]1[n:12][cH:13][n:14][c:15]2-[c:16]1[cH:17][n:18][n:19]([CH:21]2[CH2:22][CH2:23][CH:24]([CH2:27][S:28][C:29]#[N:30])[CH2:25][CH2:26]2)[cH:20]1.[CH3:33][OH:34].[Cl:35][CH2:36][Cl:37].[F:38][C:39]([F:40])([F:41])[C:42]([OH:43])=[O:44]>>[nH:7]1[cH:8][cH:9][c:10]2[c:11]1[n:12][cH:13][n:14][c:15]2-[c:16]1[cH:17][n:18][n:19]([CH:21]2[CH2:22][CH2:23][CH:24]([CH2:27][S:28][C:29]#[N:30])[CH2:25][CH2:26]2)[cH:20]1. The reactants are C1(=CC=CC=C1)C (toluene), C(=O)([O-])[O-].[K+].[K+] (K2CO3), BrCC(=O)NC1=NC=C(C=C1)Cl (2-bromo-N-(5-Chloro-pyridin-2-yl-)-acetamide), COC(=O)C1=CC=CC=2NC(=NC21)C(N(C2CCNCC2)C(C)C)=O (2-(Isopropyl-piperidin-4-ylcarbamoyl)-1H-benzoimidazole-4-carboxylic acid methyl ester). Run in CN(C)C=O (DMF). Run at temperature 80 celsius, time 3 hour. Product: COC(=O)C1=CC=CC=2N(C(=NC21)C(NC2CCN(CC2)C(C)C)=O)CC(NC2=NC=C(C=C2)Cl)=O (1-[(5-Chloro-pyridin-2-ylcarbamoyl)-methyl]-2-(1-isopropyl-piperidin-4-ylcarbamoyl)-1H-benzoimidazole-4-carboxylic acid methyl ester). As a reaction SMILES: [CH3:1][O:2][C:3]([C:5]1[C:13]2[N:12]=[C:11]([C:14](=[O:25])[N:15](C(C)C)[CH:16]3[CH2:21][CH2:20][NH:19][CH2:18][CH2:17]3)[NH:10][C:9]=2[CH:8]=[CH:7][CH:6]=1)=[O:4].C([O-])([O-])=O.[K+].[K+].Br[CH2:33][C:34]([NH:36][C:37]1[CH:42]=[CH:41][C:40]([Cl:43])=[CH:39][N:38]=1)=[O:35].[C:44]1(C)[CH:49]=CC=C[CH:45]=1>CN(C=O)C>[CH3:1][O:2][C:3]([C:5]1[C:13]2[N:12]=[C:11]([C:14](=[O:25])[NH:15][CH:16]3[CH2:21][CH2:20][N:19]([CH:44]([CH3:49])[CH3:45])[CH2:18][CH2:17]3)[N:10]([CH2:33][C:34](=[O:35])[NH:36][C:37]3[CH:42]=[CH:41][C:40]([Cl:43])=[CH:39][N:38]=3)[C:9]=2[CH:8]=[CH:7][CH:6]=1)=[O:4] |f:1.2.3|. Procedure: 100.8 mg (0.29 mmol) 2-(Isopropyl-piperidin-4-ylcarbamoyl)-1H-benzoimidazole-4-carboxylic acid methyl ester were dissolved in 6 mL DMF. Subsequently 60.6 mg (0.44 mmol) K2CO3 and 87.5 mg (0.35 mmol) 2-bromo-N-(5-Chloro-pyridin-2-yl-)-acetamide were added and the resulting mixture was stirred for 3 h at 80° C. The reaction mixture was diluted with 60 mL toluene and washed with a sat. NaHCO3 solution and brine. The organic layer was dried over MgSO4 and the solvent was removed under reduced pressu...